This data is from the Open Reaction Database (ORD), a public repository of structured organic reaction records. The task is: describe an organic reaction: reactants, conditions, products, and yield Reactants: CC(CS)C(=O)N1CCCC1C(=O)O, CC#N, CCN(C(C)C)C(C)C, O=C(Cl)OCCCCCl, O. Yields the product CC(CSC(=O)OCCCCCl)C(=O)N1CCCC1C(=O)O. Reaction SMILES: [CH3:1][CH:2]([CH2:3][SH:4])[C:5](=[O:6])[N:7]1[CH2:8][CH2:9][CH2:10][CH:11]1[C:12]([OH:13])=[O:14].[CH3:34][C:35]#[N:36].[CH:15]([N:16]([CH2:17][CH3:18])[CH:19]([CH3:20])[CH3:21])([CH3:22])[CH3:23].[Cl:24][CH2:25][CH2:26][CH2:27][CH2:28][O:29][C:30](=[O:31])[Cl:32].[OH2:33]>>[CH3:1][CH:2]([CH2:3][S:4][C:30]([O:29][CH2:28][CH2:27][CH2:26][CH2:25][Cl:24])=[O:31])[C:5](=[O:6])[N:7]1[CH2:8][CH2:9][CH2:10][CH:11]1[C:12]([OH:13])=[O:14]. Reaction SMILES: [Cl:1][C:2]1[CH:7]=[CH:6][C:5]([S:8][C:9]2[CH:14]=[CH:13][CH:12]=[CH:11][C:10]=2[C:15]2([C:23]#[N:24])[CH2:20][CH2:19][N:18](C#N)[CH2:17][CH2:16]2)=[CH:4][CH:3]=1.C(O)(=O)C>O.C(Cl)Cl>[Cl:1][C:2]1[CH:7]=[CH:6][C:5]([S:8][C:9]2[CH:14]=[CH:13][CH:12]=[CH:11][C:10]=2[C:15]2([C:23]#[N:24])[CH2:20][CH2:19][NH:18][CH2:17][CH2:16]2)=[CH:4][CH:3]=1. Reaction conditions: temperature 110 celsius, time 24 hour. Solvent: C(Cl)Cl (methylene chloride), O (water). Yields the product ClC1=CC=C(C=C1)SC1=C(C=CC=C1)C1(CCNCC1)C#N (4-[2-(4-chlorophenylthio)phenyl]-4-cyanopiperidine). Procedure details: A mixture of 1.2 g of 4-[2-(4-chlorophenylthio)phenyl]-1,4-dicyanopiperidine, Example 24, and 15 ml of a glacial acetic acid 3 N hydrochloric acid (1:2) solution is stirred at 110° C. for 24 hours. Thereafter, the solution is diluted with 80 ml of water before being evaporated to dryness. The solid residue is made strongly basic with ammonium hydroxide and the alkaline solution is extracted with ether. The combined ether extracts are successively dried, filtered and concentrated to dryness, leav... Starting materials: ClC1=CC=C(C=C1)SC1=C(C=CC=C1)C1(CCN(CC1)C#N)C#N (4-[2-(4-chlorophenylthio)phenyl]-1,4-dicyanopiperidine), C(C)(=O)O (acetic acid). The reactants are CCN=C=NCCCN(C)C, Cc1ccc(C#N)cc1OC1CCNCC1, CCN(C(C)C)C(C)C, Cl, Nc1cccnc1, CN(C)C=O, O, On1nnc2ccccc21, O=C(O)CNC(=O)c1cn(-c2cccnc2)nn1. The product is Cc1ccc(C#N)cc1OC1CCN(C(=O)CNC(=O)c2cn(-c3cccnc3)nn2)CC1. As a reaction SMILES: [CH3:45][CH2:46][N:47]=[C:48]=[N:49][CH2:50][CH2:51][CH2:52][N:53]([CH3:54])[CH3:55].[CH3:57][c:58]1[c:59]([O:66][CH:67]2[CH2:68][CH2:69][NH:70][CH2:71][CH2:72]2)[cH:60][c:61]([C:62]#[N:63])[cH:64][cH:65]1.[CH:1]([N:2]([CH2:3][CH3:4])[CH:5]([CH3:6])[CH3:7])([CH3:8])[CH3:9].[ClH:56].[NH2:28][c:29]1[cH:30][n:31][cH:32][cH:33][cH:34]1.[O:73]=[CH:74][N:75]([CH3:76])[CH3:77].[OH2:78].[OH:35][n:36]1[c:37]2[c:38]([cH:39][cH:40][cH:41][cH:42]2)[n:43][n:44]1.[n:10]1[cH:11][c:12](-[n:16]2[n:17][n:18][c:19]([C:21](=[O:22])[NH:23][CH2:24][C:25](=[O:26])[OH:27])[cH:20]2)[cH:13][cH:14][cH:15]1>>[n:10]1[cH:11][c:12](-[n:16]2[n:17][n:18][c:19]([C:21](=[O:22])[NH:23][CH2:24][C:25](=[O:27])[N:70]3[CH2:69][CH2:68][CH:67]([O:66][c:59]4[c:58]([CH3:57])[cH:65][cH:64][c:61]([C:62]#[N:63])[cH:60]4)[CH2:72][CH2:71]3)[cH:20]2)[cH:13][cH:14][cH:15]1. Starting materials: [BH3-]C#N, CCCCCCCC(=O)CCC(=O)OCC(NC(=O)OCc1ccccc1)C(=O)OCc1ccccc1, [Na+]. Product: CCCCCCCC(O)CCC(=O)OCC(NC(=O)OCc1ccccc1)C(=O)OCc1ccccc1. As a reaction SMILES: [C:38]([BH3-:39])#[N:40].[CH2:1]([c:2]1[cH:3][cH:4][cH:5][cH:6][cH:7]1)[O:8][C:9](=[O:10])[CH:11]([CH2:12][O:13][C:14]([CH2:15][CH2:16][C:17]([CH2:18][CH2:19][CH2:20][CH2:21][CH2:22][CH2:23][CH3:24])=[O:25])=[O:26])[NH:27][C:28](=[O:29])[O:30][CH2:31][c:32]1[cH:33][cH:34][cH:35][cH:36][cH:37]1.[Na+:41]>>[CH2:1]([c:2]1[cH:3][cH:4][cH:5][cH:6][cH:7]1)[O:8][C:9](=[O:10])[CH:11]([CH2:12][O:13][C:14]([CH2:15][CH2:16][CH:17]([CH2:18][CH2:19][CH2:20][CH2:21][CH2:22][CH2:23][CH3:24])[OH:25])=[O:26])[NH:27][C:28](=[O:29])[O:30][CH2:31][c:32]1[cH:33][cH:34][cH:35][cH:36][cH:37]1. Starting materials: ClC=1C=NC=C(C1I)F (3-chloro-5-fluoro-4-iodo-pyridine), CN1CCC(=CC1)B1OC(C(O1)(C)C)(C)C (1-methyl-4-(4,4,5,5-tetramethyl-1,3,2-dioxaborolan-2-yl)-3,6-dihydro-2H-pyridine), C(=O)([O-])[O-].[Na+].[Na+] (Na2CO3). Reagents/catalysts: Cl[Pd]([P](C1=CC=CC=C1)(C2=CC=CC=C2)C3=CC=CC=C3)([P](C4=CC=CC=C4)(C5=CC=CC=C5)C6=CC=CC=C6)Cl (Pd(PPh3)2Cl2). Run in COCCOC (DME). Run at temperature 80 celsius. Yields the product ClC=1C=NC=C(C1C=1CCN(CC1)C)F (3′-chloro-5′-fluoro-1-methyl-1,2,3,6-tetrahydro-4,4′-bipyridine). The yield is 85.9%. RXN SMILES: [Cl:1][C:2]1[CH:3]=[N:4][CH:5]=[C:6]([F:9])[C:7]=1I.[CH3:10][N:11]1[CH2:16][CH:15]=[C:14](B2OC(C)(C)C(C)(C)O2)[CH2:13][CH2:12]1.C([O-])([O-])=O.[Na+].[Na+]>COCCOC.Cl[Pd](Cl)([P](C1C=CC=CC=1)(C1C=CC=CC=1)C1C=CC=CC=1)[P](C1C=CC=CC=1)(C1C=CC=CC=1)C1C=CC=CC=1>[Cl:1][C:2]1[CH:3]=[N:4][CH:5]=[C:6]([F:9])[C:7]=1[C:14]1[CH2:15][CH2:16][N:11]([CH3:10])[CH2:12][CH:13]=1 |f:2.3.4,^1:40,59|. Reported procedure: 3-chloro-5-fluoro-4-iodo-pyridine (500 mg, 1.942 mmol), 1-methyl-4-(4,4,5,5-tetramethyl-1,3,2-dioxaborolan-2-yl)-3,6-dihydro-2H-pyridine (476.6 mg, 2.136 mmol) and Pd(PPh3)2Cl2 (68.15 mg, 0.09710 mmol) in DME (10.00 mL) were degassed using 3×vacuum/nitrogen cycles. Na2CO3 (2.913 mL of 2 M, 5.826 mmol) was added followed by further degassing and the reaction heated at 80° C. for 18 hours. The reaction was cooled to ambient temperature and diluted with EtOAc/water. The layers were separated and th... RXN SMILES: [CH:1]1[C:6]([N:7]=[C:8]=[S:9])=[CH:5][C:4]2[C:10]([O:12][C:13]3([C:23]4[CH:24]=[CH:25][C:26]([OH:28])=[CH:27][C:22]=4[O:21][C:15]4[CH:16]=[C:17]([OH:20])[CH:18]=[CH:19][C:14]3=4)[C:3]=2[CH:2]=1)=[O:11].[NH2:29][C:30]1[C:39]2[N:40]=[C:41]([CH2:46][CH2:47][CH2:48][CH3:49])[N:42]([CH2:43][CH2:44][NH2:45])[C:38]=2[C:37]2[CH:36]=[CH:35][CH:34]=[CH:33][C:32]=2[N:31]=1.O>N1C=CC=CC=1>[NH2:29][C:30]1[C:39]2[N:40]=[C:41]([CH2:46][CH2:47][CH2:48][CH3:49])[N:42]([CH2:43][CH2:44][NH:45][C:8]([NH:7][C:6]3[CH:1]=[CH:2][C:3]([C:13]4[C:14]5[C:15]([O:21][C:22]6[C:23]=4[CH:24]=[CH:25][C:26](=[O:28])[CH:27]=6)=[CH:16][C:17]([OH:20])=[CH:18][CH:19]=5)=[C:4]([CH:5]=3)[C:10]([OH:12])=[O:11])=[S:9])[C:38]=2[C:37]2[CH:36]=[CH:35][CH:34]=[CH:33][C:32]=2[N:31]=1. Procedure details: A solution of fluorescein-5-isothiocyanate (778 mg, 2.0 mmol) in pyridine (5 mL) was added to a solution of 2-(4-amino-2-butyl-1H-imidazo[4,5-c]quinolin-1-yl)ethaneamine (566 mg, 2.0 mmol) in pyridine (5 mL). The reaction mixture was heated at reflux for 30 minutes and then poured into water (50 mL). The resulting orange solid was isolated by filtration, dried under high vacuum and then recrystallized from pyridine to provide 0.76 g of the desired product as an orange solid, m.p. >245°. Analysis... Starting materials: O (water), C1=CC2=C(C=C1N=C=S)C(=O)OC23C4=C(C=C(C=C4)O)OC5=C3C=CC(=C5)O (fluorescein-5-isothiocyanate), NC1=NC=2C=CC=CC2C2=C1N=C(N2CCN)CCCC (2-(4-amino-2-butyl-1H-imidazo[4,5-c]quinolin-1-yl)ethaneamine). Isolated yield 56.5%. Yields the product NC1=NC=2C=CC=CC2C2=C1N=C(N2CCNC(=S)NC=2C=CC(=C(C(=O)O)C2)C=2C1=CC=C(C=C1OC1=CC(C=CC21)=O)O)CCCC (5-{[({2-[4-Amino-2-butyl-1H-imidazo[4,5-c]quinolin-1-yl]ethyl}amino)carbonthioyl]amino}-2-(6-hydroxy-3-oxo-3H-xanthen-9-yl)benzoic Acid). Solvent: N1=CC=CC=C1 (pyridine), N1=CC=CC=C1 (pyridine). Reactants: C(C1=CC=CC=C1)[Mg]Cl (benzylmagnesiumchloride), C1(C=CCCC1)=O (cyclohex-2-enone), [NH4+].[Cl-] (NH4Cl). Solvent: C1CCOC1 (THF), C1CCOC1 (THF). Reaction conditions: temperature 0 celsius, time 6 minute. Yields the product C(C1=CC=CC=C1)C1CC(CCC1)=O (3-Benzyl-cyclohexanone). As a reaction SMILES: [CH2:1]([Mg]Cl)[C:2]1[CH:7]=[CH:6][CH:5]=[CH:4][CH:3]=1.[C:10]1(=[O:16])[CH2:15][CH2:14][CH2:13][CH:12]=[CH:11]1.[NH4+].[Cl-]>C1COCC1>[CH2:1]([CH:12]1[CH2:13][CH2:14][CH2:15][C:10](=[O:16])[CH2:11]1)[C:2]1[CH:7]=[CH:6][CH:5]=[CH:4][CH:3]=1 |f:2.3|. Reported procedure: To a solution of benzylmagnesiumchloride in THF (1.31 M, 393 mmol, 300 mL) CuCl (1.9 g) was added and the mixture was cooled to 0° C. The mixture was stirred for 6 min., and a solution of cyclohex-2-enone (193 mmol, 18.9 g) in THF (75 mL) was added dropwise at 0° C. over a period of 1 h. The reaction mixture was warmed to RT overnight. After cooling again to 0° C., saturated aqueous NH4Cl (450 mL) was added and the layers were separated. The aqueous layer was extracted with EtOAc (2×500 mL). The... The reactants are COC(=O)COc1cccc(CO)c1, O, O=C(Cl)N(c1ccccc1)c1ccccc1, c1ccncc1. Yields the product COC(=O)COc1cccc(COC(=O)N(c2ccccc2)c2ccccc2)c1. Reaction SMILES: [CH3:1][O:2][C:3]([CH2:4][O:5][c:6]1[cH:7][c:8]([CH2:12][OH:13])[cH:9][cH:10][cH:11]1)=[O:14].[OH2:31].[c:15]1([N:21]([C:22](=[O:23])[Cl:24])[c:25]2[cH:26][cH:27][cH:28][cH:29][cH:30]2)[cH:16][cH:17][cH:18][cH:19][cH:20]1.[cH:32]1[cH:33][cH:34][n:35][cH:36][cH:37]1>>[CH3:1][O:2][C:3]([CH2:4][O:5][c:6]1[cH:7][c:8]([CH2:12][O:13][C:22]([N:21]([c:15]2[cH:16][cH:17][cH:18][cH:19][cH:20]2)[c:25]2[cH:26][cH:27][cH:28][cH:29][cH:30]2)=[O:23])[cH:9][cH:10][cH:11]1)=[O:14].